From a dataset of the Open Reaction Database (ORD), a public repository of structured organic reaction records. describe an organic reaction: reactants, conditions, products, and yield Starting materials: COC(=O)c1ccc2c(C3CCCCC3)c(Br)n(CCC(=O)O)c2c1, C[Si](C)(C)C=[N+]=[N-], Cc1ccccc1, CO. The product is COC(=O)CCn1c(Br)c(C2CCCCC2)c2ccc(C(=O)OC)cc21. RXN SMILES: [Br:8][c:9]1[n:10]([CH2:28][CH2:29][C:30](=[O:31])[OH:32])[c:11]2[cH:12][c:13]([C:24](=[O:25])[O:26][CH3:27])[cH:14][cH:15][c:16]2[c:17]1[CH:18]1[CH2:19][CH2:20][CH2:21][CH2:22][CH2:23]1.[CH3:1][Si:2]([CH:3]=[N+:4]=[N-:5])([CH3:6])[CH3:7].[CH3:33][c:34]1[cH:35][cH:36][cH:37][cH:38][cH:39]1.[CH3:40][OH:41]>>[CH3:1][O:32][C:30]([CH2:29][CH2:28][n:10]1[c:9]([Br:8])[c:17]([CH:18]2[CH2:19][CH2:20][CH2:21][CH2:22][CH2:23]2)[c:16]2[c:11]1[cH:12][c:13]([C:24](=[O:25])[O:26][CH3:27])[cH:14][cH:15]2)=[O:31]. The reactants are NC(=O)N (urea), CC1=CC=CC(=N1)N (6-methylpyridin-2-amine). Run at temperature 145 celsius, time 2 hour. Yields the product CC1=CC=CC(=N1)NC(=O)N (1-(6-methylpyridin-2-yl)urea). Yield: 32.2%. Reaction SMILES: [NH2:1][C:2]([NH2:4])=[O:3].[CH3:5][C:6]1[N:11]=[C:10](N)[CH:9]=[CH:8][CH:7]=1>>[CH3:5][C:6]1[N:11]=[C:10]([NH:1][C:2]([NH2:4])=[O:3])[CH:9]=[CH:8][CH:7]=1. Procedure details: To a 25-mL round-bottom flask purged and maintained with an inert atmosphere of argon, was added urea (1.48 g, 24.64 mmol, 1.00 equiv) and 6-methylpyridin-2-amine (3 g, 27.74 mmol, 1.00 equiv). The resulting mixture was stirred for 2 h at 145° C. After cooling, the crude product (4 g) was purified using CombiFlash: Column, C18 silica gel; utilizing a mobile phase of CH3CN: H2O=0:100 to CH3CN: H2O=50:50 over 40 min. This resulted in the isolation of 1.2 g (32%) of the title compound as a white so... Starting materials: C(CC(=O)OCC)(=O)OCC (diethyl malonate), [H-].[Na+] (sodium hydride), CN1C(OC(C2=C1C=CC(=C2)C)=O)=O (1, 6-Dimethyl-1H-benzo[d][1,3]oxazine-2,4-dione), ice water, [H][H] (hydrogen), Cl (HCl). Solvent: CC(=O)N(C)C (dimethylacetamide), CC(=O)N(C)C (dimethylacetamide). Conditions: temperature 90 celsius. Product: C(C)OC(=O)C=1C(N(C2=CC=C(C=C2C1O)C)C)=O (4-Hydroxy-1,6-dimethyl-2-oxo-1,2-dihydro-quinoline-3-carboxylic acid ethyl ester). The yield is 87.5%. As a reaction SMILES: [C:1]([O:9]CC)(=O)[CH2:2][C:3]([O:5][CH2:6][CH3:7])=[O:4].[H-].[Na+].[H][H].[CH3:16][N:17]1[C:22]2[CH:23]=[CH:24][C:25]([CH3:27])=[CH:26][C:21]=2[C:20](=O)[O:19]C1=O.Cl>CC(N(C)C)=O>[CH2:6]([O:5][C:3]([C:2]1[C:1](=[O:9])[N:17]([CH3:16])[C:22]2[C:21]([C:20]=1[OH:19])=[CH:26][C:25]([CH3:27])=[CH:24][CH:23]=2)=[O:4])[CH3:7] |f:1.2|. Procedure details: Neat diethyl malonate (2.28 g, 14.26 mmol) was added slowly to a suspension of sodium hydride (60% in mineral oil, 628 mg, 15.69 mmol) in dimethylacetamide under N2 atmosphere. The mixture was stirred at room temperature until the evolution of hydrogen gas ceased, then the mixture was heated to 90° C. for 30 min. and cooled to room temperature. A solution of Compound 14 (10 g, 56 mmol) in dimethylacetamide was added slowly and the mixture heated overnight at 120° C. The mixture was cooled to roo... Reactants: ClC(=O)OCC (ethyl chloroformate), [OH-].[NH4+] (ammonium hydroxide), ClC=1C=C2C=3CCNC(C3NC2=CC1)C1(CCC1)C(=O)O (1-(6-Chloro-2,3,4,9-tetrahydro-1H-β-carbolin-1-yl)cyclobutanecarboxylic Acid). The solvent is O1CCCC1 (tetrahydrofuran), CN1CCOCC1 (N-methylmorpholine). The product is NC(=O)C1(CCC1)C1N(CCC=2C3=CC(=CC=C3NC12)Cl)C(=O)OCC (Ethyl 1-[1-(aminocarbonyl)cyclobutyl]-6-chloro-1,3,4,9-tetrahydro-2H-β-carboline-2-carboxylate). As a reaction SMILES: Cl[C:2]([O:4][CH2:5][CH3:6])=[O:3].[OH-].[NH4+:8].[Cl:9][C:10]1[CH:11]=[C:12]2[C:20](=[CH:21][CH:22]=1)[NH:19][C:18]1[CH:17]([C:23]3([C:27]([OH:29])=O)[CH2:26][CH2:25][CH2:24]3)[NH:16][CH2:15][CH2:14][C:13]2=1>O1CCCC1.CN1CCOCC1>[NH2:8][C:27]([C:23]1([CH:17]2[C:18]3[NH:19][C:20]4[C:12](=[CH:11][C:10]([Cl:9])=[CH:22][CH:21]=4)[C:13]=3[CH2:14][CH2:15][N:16]2[C:2]([O:4][CH2:5][CH3:6])=[O:3])[CH2:26][CH2:25][CH2:24]1)=[O:29] |f:1.2|. Procedure: 0.3 ml of ethyl chloroformate, and then 0.2 ml of a 28% ammonium hydroxide solution, are added at −10° C. to a solution of 1 g of the compound of Example 32 in 50 ml of tetrahydrofuran and 0.5 ml of N-methylmorpholine. After reaction for 12 hours, the solvent is distilled off; the residue is then taken up in a water/dichloromethane mixture. The expected product is isolated by decanting, drying and concentrating under reduced pressure.